Dataset: the Open Reaction Database (ORD), a public repository of structured organic reaction records. Task: describe an organic reaction: reactants, conditions, products, and yield Yield: 6899.4%. Reaction conditions: time 4 hour. Procedure details: In a mixed solvent of ethanol (100 ml) and methylene chloride (100 ml) was suspended 1-[(5-chloroindol-2-yl)sulfonyl]-4-[[5-(pyridin-4-yl)pyrimidin-2-yl]thiocarbonyl]piperazine (499 mg) at room temperature, followed by the successive addition of hydrazine monohydrate (146 μg) and mercury (II) chloride (272 mg). The resulting mixture was stirred at room temperature for 4 hours. After the solvent was distilled off, the residue was purified by chromatography on a silica gel column (8% methanol—meth... Solvent: C(Cl)Cl (methylene chloride). Starting materials: C(C)O (ethanol), ClC=1C=C2C=C(NC2=CC1)S(=O)(=O)N1CCN(CC1)C(=S)C1=NC=C(C=N1)C1=CC=NC=C1 (1-[(5-chloroindol-2-yl)sulfonyl]-4-[[5-(pyridin-4-yl)pyrimidin-2-yl]thiocarbonyl]piperazine), O.NN (hydrazine monohydrate). RXN SMILES: C(O)C.[Cl:4][C:5]1[CH:6]=[C:7]2[C:11](=[CH:12][CH:13]=1)[NH:10][C:9]([S:14]([N:17]1[CH2:22][CH2:21][N:20]([C:23]([C:25]3[N:30]=[CH:29][C:28]([C:31]4[CH:36]=[CH:35][N:34]=[CH:33][CH:32]=4)=[CH:27][N:26]=3)=S)[CH2:19][CH2:18]1)(=[O:16])=[O:15])=[CH:8]2.O.[NH2:38][NH2:39]>[Hg](Cl)Cl.C(Cl)Cl>[Cl:4][C:5]1[CH:6]=[C:7]2[C:11](=[CH:12][CH:13]=1)[NH:10][C:9]([S:14]([N:17]1[CH2:22][CH2:21][N:20]([C:23](=[N:38][NH2:39])[C:25]3[N:30]=[CH:29][C:28]([C:31]4[CH:36]=[CH:35][N:34]=[CH:33][CH:32]=4)=[CH:27][N:26]=3)[CH2:19][CH2:18]1)(=[O:16])=[O:15])=[CH:8]2 |f:2.3|. Yields the product ClC=1C=C2C=C(NC2=CC1)S(=O)(=O)N1CCN(CC1)C(C1=NC=C(C=N1)C1=CC=NC=C1)=NN (1-[(5-Chloroindol-2-yl)sulfonyl]-4-[(hydrazono)[5-(pyridin-4-yl)pyrimidin-2-yl]methyl]piperazine). The reagents and catalysts are [Hg](Cl)Cl (mercury (II) chloride). Starting materials: [H][H] (hydrogen), C(C)(C)(C)OC(=O)NN=CC1=CC=C(C=C1)C1=NC=CC=C1 (N-(tert-Butoxycarbonyl)-N′-[4-(pyridin-2-yl)phenylmethylidene]hydrazine), [H][H] (Hydrogen). Reagents/catalysts: [C].[Pd] (palladium-carbon). The solvent is C(C)(C)O (isopropyl alcohol). Reaction conditions: temperature 5 celsius. Product: C(C)(C)(C)OC(NNCC1=CC=C(C=C1)C1=NC=CC=C1)=O (tert-butyl3-[4-(pyridin-2-yl)benzyl]carbazate). Isolated yield 83.9%. Reaction SMILES: [C:1]([O:5][C:6]([NH:8][N:9]=[CH:10][C:11]1[CH:16]=[CH:15][C:14]([C:17]2[CH:22]=[CH:21][CH:20]=[CH:19][N:18]=2)=[CH:13][CH:12]=1)=[O:7])([CH3:4])([CH3:3])[CH3:2].[H][H]>[C].[Pd].C(O)(C)C>[C:1]([O:5][C:6](=[O:7])[NH:8][NH:9][CH2:10][C:11]1[CH:16]=[CH:15][C:14]([C:17]2[CH:22]=[CH:21][CH:20]=[CH:19][N:18]=2)=[CH:13][CH:12]=1)([CH3:4])([CH3:2])[CH3:3] |f:2.3|. Reported procedure: N-(tert-Butoxycarbonyl)-N′-[4-(pyridin-2-yl)phenylmethylidene]hydrazine (20 g, 67.3 mmol), isopropyl alcohol (80 ml) and palladium-carbon (1 g) were charged in a 300 ml four-necked flask and hydrogen was added at 50° C. under atmospheric pressure. Hydrogen was continuously added for 8 hr under the same conditions. The reaction mixture was filtered to remove the catalyst. After 90% of isopropyl alcohol in the obtained filtrate was evaporated by concentration, the same volume of heptane was added.... The reactants are C1CCNCC1, C#Cc1cccc(-c2[nH]nc(C(=O)N3CCC(N(CC)CC)C3)c2C)c1, Clc1cccc(I)c1, [Cu]I, c1ccc(P(c2ccccc2)(c2ccccc2)[Pd](P(c2ccccc2)(c2ccccc2)c2ccccc2)(P(c2ccccc2)(c2ccccc2)c2ccccc2)P(c2ccccc2)(c2ccccc2)c2ccccc2)cc1. The product is CCN(CC)C1CCN(C(=O)c2n[nH]c(-c3cccc(C#Cc4cccc(Cl)c4)c3)c2C)C1. RXN SMILES: [CH2:35]1[CH2:36][CH2:37][NH:38][CH2:39][CH2:40]1.[CH2:9]([CH3:10])[N:11]([CH:12]1[CH2:13][N:14]([C:17](=[O:18])[c:19]2[n:20][nH:21][c:22](-[c:25]3[cH:26][c:27]([C:31]#[CH:32])[cH:28][cH:29][cH:30]3)[c:23]2[CH3:24])[CH2:15][CH2:16]1)[CH2:33][CH3:34].[Cl:1][c:2]1[cH:3][c:4]([I:8])[cH:5][cH:6][cH:7]1.[Cu:118][I:119].[cH:41]1[cH:42][cH:43][c:44]([P:45]([Pd:46]([P:47]([c:48]2[cH:49][cH:50][cH:51][cH:52][cH:53]2)([c:54]2[cH:55][cH:56][cH:57][cH:58][cH:59]2)[c:60]2[cH:61][cH:62][cH:63][cH:64][cH:65]2)([P:66]([c:67]2[cH:68][cH:69][cH:70][cH:71][cH:72]2)([c:73]2[cH:74][cH:75][cH:76][cH:77][cH:78]2)[c:79]2[cH:80][cH:81][cH:82][cH:83][cH:84]2)[P:85]([c:86]2[cH:87][cH:88][cH:89][cH:90][cH:91]2)([c:92]2[cH:93][cH:94][cH:95][cH:96][cH:97]2)[c:98]2[cH:99][cH:100][cH:101][cH:102][cH:103]2)([c:104]2[cH:105][cH:106][cH:107][cH:108][cH:109]2)[c:110]2[cH:111][cH:112][cH:113][cH:114][cH:115]2)[cH:116][cH:117]1>>[Cl:1][c:2]1[cH:3][c:4]([C:32]#[C:31][c:27]2[cH:26][c:25](-[c:22]3[nH:21][n:20][c:19]([C:17]([N:14]4[CH2:13][CH:12]([N:11]([CH2:9][CH3:10])[CH2:33][CH3:34])[CH2:16][CH2:15]4)=[O:18])[c:23]3[CH3:24])[cH:30][cH:29][cH:28]2)[cH:5][cH:6][cH:7]1. Run in C1CCOC1 (THF). Starting materials: [OH-].[K+] (KOH), C1COCCOCCOCCOCCOCCO1 (18-crown-6), IC (iodomethane), ice, OC[C@H](CC(C)C)NC(=O)C1=CN(C2=NC=C(N=C21)C2=NN(C1=CC(=CC=C21)F)C)COCC[Si](C)(C)C (2-(6-fluoro-1-methyl-1H-indazol-3-yl)-5-(2-trimethylsilanyl-ethoxymethyl)-5H-pyrrolo[2,3-b]pyrazine-7-carboxylic acid ((S)-1-hydroxymethyl-3-methyl-butyl)-amide). Product: COC[C@H](CC(C)C)NC(=O)C1=CN(C2=NC=C(N=C21)C2=NN(C1=CC(=CC=C21)F)C)COCC[Si](C)(C)C (2-(6-fluoro-1-methyl-1H-indazol-3-yl)-5-(2-trimethylsilanyl-ethoxymethyl)-5H-pyrrolo[2,3-b]pyrazine-7-carboxylic acid ((S)-1-methoxymethyl-3-methyl-butyl)-amide). Reported procedure: In a 10 mL round-bottomed flask, 2-(6-fluoro-1-methyl-1H-indazol-3-yl)-5-(2-trimethylsilanyl-ethoxymethyl)-5H-pyrrolo[2,3-b]pyrazine-7-carboxylic acid ((S)-1-hydroxymethyl-3-methyl-butyl)-amide (73 mg, 0.135 mmol) was dissolved in THF (1.4 ml) to give a colorless solution. The reaction was cooled in an ice bath and crushed KOH (76 mg, 1.35 mmol), 18-crown-6 (36 mg, 0.135 mmol), and iodomethane (9 μl, 0.135 mmol) were added successively. The reaction mixture was stirred at 0° C. for 1 h after whi... Reaction SMILES: [OH:1][CH2:2][C@@H:3]([NH:8][C:9]([C:11]1[C:19]2[C:14](=[N:15][CH:16]=[C:17]([C:20]3[C:28]4[C:23](=[CH:24][C:25]([F:29])=[CH:26][CH:27]=4)[N:22]([CH3:30])[N:21]=3)[N:18]=2)[N:13]([CH2:31][O:32][CH2:33][CH2:34][Si:35]([CH3:38])([CH3:37])[CH3:36])[CH:12]=1)=[O:10])[CH2:4][CH:5]([CH3:7])[CH3:6].[OH-].[K+].[CH2:41]1OCCOCCOCCOCCOCCOC1.IC>C1COCC1>[CH3:41][O:1][CH2:2][C@@H:3]([NH:8][C:9]([C:11]1[C:19]2[C:14](=[N:15][CH:16]=[C:17]([C:20]3[C:28]4[C:23](=[CH:24][C:25]([F:29])=[CH:26][CH:27]=4)[N:22]([CH3:30])[N:21]=3)[N:18]=2)[N:13]([CH2:31][O:32][CH2:33][CH2:34][Si:35]([CH3:38])([CH3:37])[CH3:36])[CH:12]=1)=[O:10])[CH2:4][CH:5]([CH3:7])[CH3:6] |f:1.2|. Conditions: time 2 hour. Yield: 50.7%. Reactants: BrC1=C(C=C(C(=C1)[N+](=O)[O-])F)F (1-bromo-2,4-difluoro-5-nitrobenzene). The reagents and catalysts are [Fe] (iron). The solvent is CCO (EtOH), C1CCOC1 (THF), [NH4+].[Cl-] (NH4Cl), O (H2O). Product: BrC=1C(=CC(=C(N)C1)F)F (5-bromo-2,4-difluoroaniline). Isolated yield 58.7%. RXN SMILES: [Br:1][C:2]1[CH:7]=[C:6]([N+:8]([O-])=O)[C:5]([F:11])=[CH:4][C:3]=1[F:12]>CCO.C1COCC1.[NH4+].[Cl-].O.[Fe]>[Br:1][C:2]1[C:3]([F:12])=[CH:4][C:5]([F:11])=[C:6]([CH:7]=1)[NH2:8] |f:3.4|. Procedure: To a solution of 1-bromo-2,4-difluoro-5-nitrobenzene (5.04 g, 21.3 mmol) in EtOH (100 mL), THF (50 mL), NH4Cl (sat) (25 mL) and H2O (25 mL) was added iron powder (5.0 g, 89.5 mmol). The mixture was refluxed for 2 h and filtered through celite. The filter pad was washed with EtOAc (3×50 mL). The filtrate was concentrated and the residue was partitioned between EtOAc and brine. The organic layer was dried over MgSO4 and concentrated. Purification by flash chromatography (5–10% EtOAc/Hexane) provid... The reactants are Cl.FC=1C=C(CN2N=CC(=C2)C2=CN(C3=NC=C(C=C32)C3=CC=C(C=C3)C3CCNCC3)S(=O)(=O)C3=CC=C(C)C=C3)C=CC1 (3-(1-(3-fluorobenzyl)-1H-pyrazol-4-yl)-5-(4-(piperidin-4-yl)phenyl)-1-tosyl-1H-pyrrolo[2,3-b]pyridine hydrochloride), FC=1C=C(CN2N=CC(=C2)C2=CN(C3=NC=C(C=C32)C=3C=CC(=NC3)N3CCN(CC3)CC(=O)N)S(=O)(=O)C3=CC=C(C)C=C3)C=C(C1)F (2-(4-(5-(3-(1-(3,5-difluorobenzyl)-1H-pyrazol-4-yl)-1-tosyl-1H-pyrrolo[2,3-b]pyridin-5-yl)pyridin-2-yl)piperazin-1-yl) acetamide), [OH-].[Li+] (lithium hydroxide). Solvent: C1CCOC1.CO.O (THF methanol water). The product is FC=1C=C(CN2N=CC(=C2)C2=CNC3=NC=C(C=C32)C=3C=CC(=NC3)N3CCN(CC3)CC(=O)N)C=C(C1)F (2-(4-(5-(3-(1-(3,5-difluorobenzyl)-1H-pyrazol-4-yl)-1H-pyrrolo[2,3-b]pyridin-5-yl)pyridin-2-yl)piperazin-1-yl)acetamide). Yield: 36.3%. RXN SMILES: Cl.FC1C=C(C=CC=1)CN1C=C(C2C3C(=NC=C(C4C=CC(C5CCNCC5)=CC=4)C=3)N(S(C3C=CC(C)=CC=3)(=O)=O)C=2)C=N1.[F:46][C:47]1[CH:48]=[C:49]([CH:91]=[C:92]([F:94])[CH:93]=1)[CH2:50][N:51]1[CH:55]=[C:54]([C:56]2[C:64]3[C:59](=[N:60][CH:61]=[C:62]([C:65]4[CH:66]=[CH:67][C:68]([N:71]5[CH2:76][CH2:75][N:74]([CH2:77][C:78]([NH2:80])=[O:79])[CH2:73][CH2:72]5)=[N:69][CH:70]=4)[CH:63]=3)[N:58](S(C3C=CC(C)=CC=3)(=O)=O)[CH:57]=2)[CH:53]=[N:52]1.[OH-].[Li+]>C1COCC1.CO.O>[F:94][C:92]1[CH:91]=[C:49]([CH:48]=[C:47]([F:46])[CH:93]=1)[CH2:50][N:51]1[CH:55]=[C:54]([C:56]2[C:64]3[C:59](=[N:60][CH:61]=[C:62]([C:65]4[CH:66]=[CH:67][C:68]([N:71]5[CH2:72][CH2:73][N:74]([CH2:77][C:78]([NH2:80])=[O:79])[CH2:75][CH2:76]5)=[N:69][CH:70]=4)[CH:63]=3)[NH:58][CH:57]=2)[CH:53]=[N:52]1 |f:0.1,3.4,5.6.7|. Procedure: Using similar reaction conditions as described in step-iii of example-1, 2-(4-(5-(3-(1-(3,5-difluorobenzyl)-1H-pyrazol-4-yl)-1-tosyl-1H-pyrrolo[2,3-b]pyridin-5-yl)pyridin-2-yl)piperazin-1-yl) acetamide (100 mg, 0.146 mmol) was hydrolyzed with lithium hydroxide (31 mg, 0.733 mmol) in THF/methanol/water (2/2/1 mL) to yield 28 mg (36.3% yield) of desired product. 1H NMR (CD3OD, 300 MHz): δ 8.53-8.48 (m, 3H), 8.259-8.257 (d, 1H), 8.15-8.05 (dd, 1H), 7.988-7.986 (d, 1H), 7.72 (s, 1H), 7.19-7.10 (d, 1... The reactants are NC\C=C\C=C ((E)-1-amino-2,4-pentadiene), CC(C)(C)OC (MTBE). The product is C1CCCCC1.CC(=O)C (Cyclohexane acetone). RXN SMILES: N[CH2:2]/[CH:3]=[CH:4]/[CH:5]=[CH2:6].[CH3:7][C:8]([O:11]C)(C)[CH3:9]>>[CH2:2]1[CH2:7][CH2:6][CH2:5][CH2:4][CH2:3]1.[CH3:7][C:8]([CH3:9])=[O:11] |f:2.3|. Procedure: Initially introduce 83.2 g (1.0 mol) of (E)-1-amino-2,4-pentadiene (title compound from Example B.2.) in 250 ml of MTBE, and add 0.1 g of 4-hydroxyanisole. Subsequently, at an internal temperature of 20°-30° C., add 229.2 g (1.05 mol) of di-tert-butyl dicarbonate dissolved in 250 ml of MTBE dropwise. After addition is complete, stir at room temperature for 20 h. Concentrate the reaction mixture and take up in 1 l of toluene. Add 103.0 g (1.05 mol) of maleic anhydride, and stir at an internal tem... The reactants are C1(=CC=CC=C1)S(=O)(=O)C=1C=C2C=CC=[N+](C2=CC1)[O-] (6-benzenesulfonyl-quinoline 1-oxid), O=P(Cl)(Cl)Cl (POCl3), [OH-].[NH4+] (ammonium hydroxide). Product: C1(=CC=CC=C1)S(=O)(=O)C=1C=C2C(=CC=NC2=CC1)Cl (6-benzenesulfonyl-4-chloro-quinoline). Yield: 27.0%. As a reaction SMILES: [C:1]1([S:7]([C:10]2[CH:11]=[C:12]3[C:17](=[CH:18][CH:19]=2)[N+:16]([O-])=[CH:15][CH:14]=[CH:13]3)(=[O:9])=[O:8])[CH:6]=[CH:5][CH:4]=[CH:3][CH:2]=1.[OH-].[NH4+].O=P(Cl)(Cl)[Cl:25]>>[C:1]1([S:7]([C:10]2[CH:11]=[C:12]3[C:17](=[CH:18][CH:19]=2)[N:16]=[CH:15][CH:14]=[C:13]3[Cl:25])(=[O:9])=[O:8])[CH:6]=[CH:5][CH:4]=[CH:3][CH:2]=1 |f:1.2|. Reported procedure: A solution of 6-benzenesulfonyl-quinoline 1-oxid (135 mg, 0.47 mmol) in POCl3 (4 mL) was heated at 90° C. for 2 h after which the solution was poured on ice, ammonium hydroxide was added and extraction with DCM. The organic phase was dried (NaSO4), the volatiles were evaporated and the residue was purified by column chromatography (SiO2, ethyl acetate:petroleum ether, 1:1) to yield a white solid (39 mg, 27%). MS m/z: 305 [M+H+].